Dataset: the Open Reaction Database (ORD), a public repository of structured organic reaction records. Task: describe an organic reaction: reactants, conditions, products, and yield Reactants: CC(C)CCN, CCOC(=O)c1c(NC(=O)C2C(C)(C)C2(C)C)sc2c1CCCC2. Yields the product CC(C)CCNC(=O)c1c(NC(=O)C2C(C)(C)C2(C)C)sc2c1CCCC2. RXN SMILES: [CH2:25]([CH2:26][CH:27]([CH3:28])[CH3:29])[NH2:30].[CH3:1][C:2]1([CH3:24])[CH:3]([C:7](=[O:8])[NH:9][c:10]2[s:11][c:12]3[c:13]([c:14]2[C:15](=[O:16])[O:17][CH2:18][CH3:19])[CH2:20][CH2:21][CH2:22][CH2:23]3)[C:4]1([CH3:5])[CH3:6]>>[CH3:1][C:2]1([CH3:24])[CH:3]([C:7](=[O:8])[NH:9][c:10]2[s:11][c:12]3[c:13]([c:14]2[C:15](=[O:16])[NH:30][CH2:25][CH2:26][CH:27]([CH3:28])[CH3:29])[CH2:20][CH2:21][CH2:22][CH2:23]3)[C:4]1([CH3:5])[CH3:6]. Reactants: 26C, COC(C1=CN=C(C=C1C(F)(F)F)C1=CC=C(C=C1)C(F)(F)F)=O (4-trifluoromethyl-6-(4-trifluoromethyl-phenyl)-nicotinic acid methyl ester), C(C)OC(C(C)(C)OC1=CC=C(C=C1)CN)=O (2-(4-aminomethyl-phenoxy)-2-methyl-propionic acid ethyl ester), FC(C1=CC(=NC=C1C(=O)O)C1=CC=C(C=C1)C(F)(F)F)(F)F (4-trifluoromethyl-6-(4-trifluoromethyl-phenyl)-nicotinic acid). Yields the product C(C)OC(C(C)(OC1=CC=C(C=C1)CNC(=O)C=1C=NC(=CC1C(F)(F)F)C1=CC=C(C=C1)C(F)(F)F)C)=O (2-methyl-2-[4-({[4-trifluoromethyl-6-(4-trifluoromethyl-phenyl)-pyridine-3-carbonyl]-amino}-methyl)-phenoxy]-propionic acid ethyl ester). As a reaction SMILES: [CH2:1]([O:3][C:4](=[O:17])[C:5]([O:8][C:9]1[CH:14]=[CH:13][C:12]([CH2:15][NH2:16])=[CH:11][CH:10]=1)([CH3:7])[CH3:6])[CH3:2].[F:18][C:19]([F:40])([F:39])[C:20]1[C:25]([C:26](O)=[O:27])=[CH:24][N:23]=[C:22]([C:29]2[CH:34]=[CH:33][C:32]([C:35]([F:38])([F:37])[F:36])=[CH:31][CH:30]=2)[CH:21]=1.COC(=O)C1C(C(F)(F)F)=CC(C2C=CC(C(F)(F)F)=CC=2)=NC=1>>[CH2:1]([O:3][C:4](=[O:17])[C:5]([CH3:7])([O:8][C:9]1[CH:10]=[CH:11][C:12]([CH2:15][NH:16][C:26]([C:25]2[CH:24]=[N:23][C:22]([C:29]3[CH:34]=[CH:33][C:32]([C:35]([F:38])([F:36])[F:37])=[CH:31][CH:30]=3)=[CH:21][C:20]=2[C:19]([F:18])([F:39])[F:40])=[O:27])=[CH:13][CH:14]=1)[CH3:6])[CH3:2]. Procedure: In analogy to the procedures described in example 26B] and 26C], 2-(4-aminomethyl-phenoxy)-2-methyl-propionic acid ethyl ester [PCT Int. Appl. (2002), WO 2002/096895A1] was reacted with 4-trifluoromethyl-6-(4-trifluoromethyl-phenyl)-nicotinic acid (prepared from 4-trifluoromethyl-6-(4-trifluoromethyl-phenyl)-nicotinic acid methyl ester (example 108B]) by saponification in analogy to example 53B]) to give 2-methyl-2-[4-({[4-trifluoromethyl-6-(4-trifluoromethyl-phenyl)-pyridine-3-carbonyl]-amino}-... Starting materials: CC1=CC=C(C=C1)C=1C=CC2=C(C=C(CCS2)C(=O)NC2=CC=C(C=C2)CO)C1 (7-(4-methylphenyl)-N-(4-hydroxymethylphenyl)-2,3-dihydro-1-benzothiepine-4-carboxamide), N1CCCCC1 (piperidine), CN(C)C1=NC=CC=C1 (dimethylaminopyridine), CS(=O)(=O)Cl (methane-sulfonylchloride). Run in O1CCCC1 (tetrahydrofuran), C(C)N(CC)CC (triethylamine). Run at time 10 minute. Product: CC1=CC=C(C=C1)C=1C=CC2=C(C=C(CCS2)C(=O)NC2=CC=C(C=C2)CN2CCCCC2)C1 (7-(4-methylphenyl)-N-(4-piperidinomethylphenyl)-2,3-dihydro-1-benzothiepine-4-carboxamide). Reaction SMILES: [CH3:1][C:2]1[CH:7]=[CH:6][C:5]([C:8]2[CH:9]=[CH:10][C:11]3[S:17][CH2:16][CH2:15][C:14]([C:18]([NH:20][C:21]4[CH:26]=[CH:25][C:24]([CH2:27]O)=[CH:23][CH:22]=4)=[O:19])=[CH:13][C:12]=3[CH:29]=2)=[CH:4][CH:3]=1.CN([C:33]1[CH:38]=[CH:37][CH:36]=[CH:35][N:34]=1)C.CS(Cl)(=O)=O.N1CCCCC1>O1CCCC1.C(N(CC)CC)C>[CH3:1][C:2]1[CH:3]=[CH:4][C:5]([C:8]2[CH:9]=[CH:10][C:11]3[S:17][CH2:16][CH2:15][C:14]([C:18]([NH:20][C:21]4[CH:22]=[CH:23][C:24]([CH2:27][N:34]5[CH2:35][CH2:36][CH2:37][CH2:38][CH2:33]5)=[CH:25][CH:26]=4)=[O:19])=[CH:13][C:12]=3[CH:29]=2)=[CH:6][CH:7]=1. Procedure details: To a solution of 7-(4-methylphenyl)-N-(4-hydroxymethylphenyl)-2,3-dihydro-1-benzothiepine-4-carboxamide (0.2 g), triethylamine (0.21 ml) and dimethylaminopyridine (catalytic amount) in tetrahydrofuran (10 ml) was dropwise added methane-sulfonylchloride (0.06 ml) under ice-cooling, and the mixture was stirred for 10 minutes. To the mixture was added piperidine (0.15 ml), and the mixture was stirred at room temperature for 2 hours. The solvent was evaporated, and to the residue was added water. Th... Starting materials: COC=C1C(=O)NC(=O)c2ccc(Br)cc21, CN(C)C=O, Nc1ccc(CCN2CCCC2)cc1. Yields the product O=C1NC(=O)c2ccc(Br)cc2C1=CNc1ccc(CCN2CCCC2)cc1. As a reaction SMILES: [Br:1][c:2]1[cH:3][c:4]2[c:9]([cH:10][cH:11]1)[C:8](=[O:12])[NH:7][C:6](=[O:13])[C:5]2=[CH:14][O:15][CH3:16].[CH3:31][N:32]([CH3:33])[CH:34]=[O:35].[N:17]1([CH2:22][CH2:23][c:24]2[cH:25][cH:26][c:27]([NH2:30])[cH:28][cH:29]2)[CH2:18][CH2:19][CH2:20][CH2:21]1>>[Br:1][c:2]1[cH:3][c:4]2[c:9]([cH:10][cH:11]1)[C:8](=[O:12])[NH:7][C:6](=[O:13])[C:5]2=[CH:14][NH:30][c:27]1[cH:26][cH:25][c:24]([CH2:23][CH2:22][N:17]2[CH2:18][CH2:19][CH2:20][CH2:21]2)[cH:29][cH:28]1. The reactants are solution, B.O1CCCC1 (Borane tetrahydrofuran), [N+](=O)([O-])C1=CC=C(C(=O)N2CCCCC2)C=C1 (1-(4-Nitrobenzoyl)piperidine), B (Borane). The solvent is O1CCCC1 (tetrahydrofuran), O1CCCC1 (tetrahydrofuran). Reaction conditions: temperature 0 celsius. Product: [N+](=O)([O-])C1=CC=C(CN2CCCCC2)C=C1 (1-(4-nitro-benzyl)-piperidine). The yield is 87.0%. Reaction SMILES: [N+:1]([C:4]1[CH:17]=[CH:16][C:7]([C:8]([N:10]2[CH2:15][CH2:14][CH2:13][CH2:12][CH2:11]2)=O)=[CH:6][CH:5]=1)([O-:3])=[O:2].B.B.O1CCCC1>O1CCCC1>[N+:1]([C:4]1[CH:17]=[CH:16][C:7]([CH2:8][N:10]2[CH2:15][CH2:14][CH2:13][CH2:12][CH2:11]2)=[CH:6][CH:5]=1)([O-:3])=[O:2] |f:2.3|. Reported procedure: 1-(4-Nitrobenzoyl)piperidine (0.1125 gms.) is then dissolved in tetrahydrofuran (1 mL) and slowly added dropwise to a 0° C., 1.0 M solution (4 mL) of Borane in tetrahydrofuran. The reaction mixture is maintained at 0° C. for 20 minutes following the completion of the addition to the Borane/tetrahydrofuran solution. The reaction mixture is then allowed to warm to room temperature, and is subsequently heated to 60° C. using an oil bath. The reaction mixture is maintained at 60° C. overnight, then ... Starting materials: CC(=O)Nc1ccccc1, O=C([O-])[O-], COCCOCCN(CCOCCOC)CCOCCOC, CCOC(C)=O, CN(C)C=O, [Cl-], CC(C)(COCc1ccc(F)c(Br)c1)C(F)F, [K+], [K+]. Product: CC(=O)N(c1ccccc1)c1cc(COCC(C)(C)C(F)F)ccc1F. Reaction SMILES: [C:18]([CH3:19])(=[O:20])[NH:21][c:22]1[cH:23][cH:24][cH:25][cH:26][cH:27]1.[C:29](=[O:30])([O-:31])[O-:32].[CH3:35][O:36][CH2:37][CH2:38][O:39][CH2:40][CH2:41][N:42]([CH2:43][CH2:44][O:45][CH2:46][CH2:47][O:48][CH3:49])[CH2:50][CH2:51][O:52][CH2:53][CH2:54][O:55][CH3:56].[CH3:57][CH2:58][O:59][C:60](=[O:61])[CH3:62].[CH3:63][N:64]([CH3:65])[CH:66]=[O:67].[Cl-:28].[F:1][CH:2]([C:3]([CH2:4][O:5][CH2:6][c:7]1[cH:8][c:9]([Br:14])[c:10]([F:13])[cH:11][cH:12]1)([CH3:15])[CH3:16])[F:17].[K+:33].[K+:34]>>[F:1][CH:2]([C:3]([CH2:4][O:5][CH2:6][c:7]1[cH:8][c:9]([N:21]([C:18]([CH3:19])=[O:20])[c:22]2[cH:23][cH:24][cH:25][cH:26][cH:27]2)[c:10]([F:13])[cH:11][cH:12]1)([CH3:15])[CH3:16])[F:17]. The reactants are C1(=CC=CC=C1)C=1N=NC2=C([N+]1[O-])C1C(OC2(CC1)C)C (3-phenyl-5,8-dihydro-6,8-dimethyl-5,8-ethano-6H-pyrano[4,3-e]-as-triazine-4-oxide), C1=CCCCC1 (cyclohexene). The reagents and catalysts are [Pd] (palladium on charcoal). The solvent is C(C)O (ethanol). The product is C1(=CC=CC=C1)C=1N=NC2=C(N1)C1C(OC2(CC1)C)C (3-phenyl-5,8-dihydro-6,8-dimethyl-5,8-ethano-6H-pyrano[4,3-e]-as-triazine). Reaction SMILES: [C:1]1([C:7]2[N:8]=[N:9][C:10]3[C:17]4([CH3:20])[CH2:18][CH2:19][CH:14]([CH:15]([CH3:21])[O:16]4)[C:11]=3[N+:12]=2[O-])[CH:6]=[CH:5][CH:4]=[CH:3][CH:2]=1.C1CCCCC=1>[Pd].C(O)C>[C:1]1([C:7]2[N:8]=[N:9][C:10]3[C:17]4([CH3:20])[CH2:18][CH2:19][CH:14]([CH:15]([CH3:21])[O:16]4)[C:11]=3[N:12]=2)[CH:2]=[CH:3][CH:4]=[CH:5][CH:6]=1. Procedure: To a solution of 1.66 g. (0.006 mole) 3-phenyl-5,8-dihydro-6,8-dimethyl-5,8-ethano-6H-pyrano[4,3-e]-as-triazine-4-oxide and 1.50 g. (0.018 mole) cyclohexene in 30 ml. absolute ethanol there is added 60 mg. 10% palladium on charcoal. The resulting mixture is refluxed under a nitrogen atmosphere for 18 hours. The catalyst is then removed by filtration and the filtrate evaporated to give 3-phenyl-5,8-dihydro-6,8-dimethyl-5,8-ethano-6H-pyrano[4,3-e]-as-triazine. Reactants: NCCCCO (4-amino-butan-1-ol), C(C1=CC=CC=C1)=O (benzaldehyde). Reagents/catalysts: O=[Pt]=O (PtO2). Run in CCO (EtOH). Product: C1(=CC=CC=C1)CNCCCCO (4-[[(Phenyl)methyl]amino]-butan-1-ol). Reaction SMILES: [NH2:1][CH2:2][CH2:3][CH2:4][CH2:5][OH:6].[CH:7](=O)[C:8]1[CH:13]=[CH:12][CH:11]=[CH:10][CH:9]=1>O=[Pt]=O.CCO>[C:8]1([CH2:7][NH:1][CH2:2][CH2:3][CH2:4][CH2:5][OH:6])[CH:13]=[CH:12][CH:11]=[CH:10][CH:9]=1. Reported procedure: Combine 4-amino-butan-1-ol (8.9 gm-0.1 mol), benzaldehyde (10.6 gm-0.1 mol), EtOH (100 ml) and PtO2 (0.3 gm), and hydrogenate the mixture at 45 lbs./sq.in. until H2 is no longer taken up. Filter, evaporate the solvent (in vacuo) to yield 17.7 gm of the desired compound. Rf is 0.70 (eluted from silica gel with 10% conc. NH3 /CH3OH). Reactants: CC(=C)[C@@H]1CC[C@]2([C@H]1[C@H]3CC[C@@H]4[C@]5(CC[C@@H](C([C@@H]5CC[C@]4([C@@]3(CC2)C)C)(C)C)O)C)CO (betulin), CO (methanol), O (water), CC(=C)[C@@H]1CC[C@]2([C@H]1[C@H]3CC[C@@H]4[C@]5(CC[C@@H](C([C@@H]5CC[C@]4([C@@]3(CC2)C)C)(C)C)O)C)CO (betulin), CC(=O)C.OS(=O)(=O)O.O=[Cr](=O)=O (Jones' reagent). The solvent is CC(=O)C (acetone). Run at temperature 0 celsius, time 2 hour. Yields the product CC(=C)[C@@H]1CC[C@]2([C@H]1[C@H]3CC[C@@H]4[C@]5(CCC(=O)C([C@@H]5CC[C@]4([C@@]3(CC2)C)C)(C)C)C)C=O (betulonal). The yield is 6.0%. As a reaction SMILES: [CH3:1][C:2]([C@H:4]1[C@@H:8]2[C@@H:9]3[C@@:22]([CH3:25])([CH2:23][CH2:24][C@@:7]2([CH2:31][OH:32])[CH2:6][CH2:5]1)[C@@:21]1([CH3:26])[C@@H:12]([C@:13]2([CH3:30])[C@@H:18]([CH2:19][CH2:20]1)[C:17]([CH3:28])([CH3:27])[C@@H:16]([OH:29])[CH2:15][CH2:14]2)[CH2:11][CH2:10]3)=[CH2:3].CC(C)=O.OS(O)(=O)=O.O=[Cr](=O)=O.CO.O>CC(C)=O>[CH3:3][C:2]([C@H:4]1[C@@H:8]2[C@@H:9]3[C@@:22]([CH3:25])([CH2:23][CH2:24][C@@:7]2([CH:31]=[O:32])[CH2:6][CH2:5]1)[C@@:21]1([CH3:26])[C@@H:12]([C@:13]2([CH3:30])[C@@H:18]([CH2:19][CH2:20]1)[C:17]([CH3:28])([CH3:27])[C:16](=[O:29])[CH2:15][CH2:14]2)[CH2:11][CH2:10]3)=[CH2:1] |f:1.2.3|. Reported procedure: In a 250 ml round-bottomed flask, equipped with a magnetic stirring bar, a 100 ml addition funnel and a septum fitted with a nitrogen inlet, was placed 1 g (2.258 mmol) betulin in 150 ml acetone. The flask was cooled with an ice-acetone bath and the suspension of betulin was treated dropwise with Jones' reagent [L. F. Fieser, M. Fieser, Reagents for Organic Synthesis, vol. 1, 1967, p. 143] over 15 minutes. The reaction mixture was stirred at 0° C. for 2 hours and then treated with methanol (25 m... Reactants: CO, CCCC1N=C(C)OC1C(=O)NC1CC1, Cl. Reaction SMILES: [CH3:17][OH:18].[CH:1]1([NH:4][C:5](=[O:6])[CH:7]2[CH:8]([CH2:13][CH2:14][CH3:15])[N:9]=[C:10]([CH3:12])[O:11]2)[CH2:2][CH2:3]1.[ClH:16]>>[CH:1]1([NH:4][C:5](=[O:6])[CH:7]([CH:8]([NH2:9])[CH2:13][CH2:14][CH3:15])[OH:11])[CH2:2][CH2:3]1.[ClH:16]. The product is CCCC(N)C(O)C(=O)NC1CC1, Cl.